Dataset: the Open Reaction Database (ORD), a public repository of structured organic reaction records. Task: describe an organic reaction: reactants, conditions, products, and yield The reactants are Cc1nocc1C(=O)O, CNc1ccc(Cc2nc3c([nH]2)c(=O)n(Cc2ccccc2F)c(=O)n3CC2CC2)cc1, O=C1CCC(=O)N1Cl, ClCCl, c1ccc(P(c2ccccc2)c2ccccc2)cc1. Product: Cc1nocc1C(=O)N(C)c1ccc(Cc2nc3c([nH]2)c(=O)n(Cc2ccccc2F)c(=O)n3CC2CC2)cc1. As a reaction SMILES: [CH3:1][c:2]1[n:3][o:4][cH:5][c:6]1[C:7](=[O:8])[OH:9].[CH:37]1([CH2:40][n:41]2[c:42](=[O:68])[n:43]([CH2:60][c:61]3[c:62]([F:67])[cH:63][cH:64][cH:65][cH:66]3)[c:44](=[O:59])[c:45]3[nH:46][c:47]([CH2:50][c:51]4[cH:52][cH:53][c:54]([NH:57][CH3:58])[cH:55][cH:56]4)[n:48][c:49]23)[CH2:38][CH2:39]1.[Cl:29][N:30]1[C:31](=[O:32])[CH2:33][CH2:34][C:35]1=[O:36].[Cl:69][CH2:70][Cl:71].[c:10]1([P:11]([c:12]2[cH:13][cH:14][cH:15][cH:16][cH:17]2)[c:18]2[cH:19][cH:20][cH:21][cH:22][cH:23]2)[cH:24][cH:25][cH:26][cH:27][cH:28]1>>[CH3:1][c:2]1[n:3][o:4][cH:5][c:6]1[C:7](=[O:9])[N:57]([c:54]1[cH:53][cH:52][c:51]([CH2:50][c:47]2[nH:46][c:45]3[c:44](=[O:59])[n:43]([CH2:60][c:61]4[c:62]([F:67])[cH:63][cH:64][cH:65][cH:66]4)[c:42](=[O:68])[n:41]([CH2:40][CH:37]4[CH2:38][CH2:39]4)[c:49]3[n:48]2)[cH:56][cH:55]1)[CH3:58]. Reactants: ClC1=CC=C(C=C1)C(=C(C(C(F)(F)F)=O)C)OCC (4-(4-chlorophenyl)-4-ethoxy-1,1,1-trifluoro-3-methyl-3-buten-2-one), NN (NH2NH2), O (Water). Run in CO (MeOH). Run at time 2 hour. Product: ClC1=CC=C(C=C1)C1=C(C(=NN1)C(F)(F)F)C (5-(4-chlorophenyl)-4-methyl-3-(trifluoromethyl)-1H-pyrazole). As a reaction SMILES: [Cl:1][C:2]1[CH:7]=[CH:6][C:5]([C:8](OCC)=[C:9]([CH3:16])[C:10](=O)[C:11]([F:14])([F:13])[F:12])=[CH:4][CH:3]=1.[NH2:20][NH2:21].O>CO>[Cl:1][C:2]1[CH:7]=[CH:6][C:5]([C:8]2[NH:21][N:20]=[C:10]([C:11]([F:14])([F:13])[F:12])[C:9]=2[CH3:16])=[CH:4][CH:3]=1. Reported procedure: A solution of 5.5 g of 4-(4-chlorophenyl)-4-ethoxy-1,1,1-trifluoro-3-methyl-3-buten-2-one in 20 mL of MeOH was slowly treated with 0.70 mL of NH2NH2 and allowed to stir for two hours. Water was added to the reaction mixture and a precipitate formed. The solid was collected by filtration and washed with hexanes to yield 3.87 g of 5-(4-chlorophenyl)-4-methyl-3-(trifluoromethyl)-1H-pyrazole as a white powdery product: mp 139.0° C.; 1HNMR (CDCl3) δ 2.09 (s, 3H), 7.39 (m, 2H), 7.45 (m, 2H, 8.5 Hz), 1... Conditions: temperature 60 celsius, time 3 hour. Reactants: C(C)C=1C(=C2C=CN(C2=C(C1)C)S(=O)(=O)C1=CC=C(C)C=C1)C(C)(O)C1=NC2=C(N1COCC[Si](C)(C)C)C=CC(=C2)C#N ((±)-2-(1-(5-ethyl-7-methyl-1-tosyl-1H-indol-4-yl)-1-hydroxyethyl)-1-((2-(trimethylsilyl)ethoxy)methyl)-1H-benzo[d]imidazole-5-carbonitrile), C(C)C=1C(=C2C=CN(C2=C(C1)C)S(=O)(=O)C1=CC=C(C)C=C1)C(C)(O)C1=NC2=C(N1COCC[Si](C)(C)C)C=C(C=C2)C#N ((±)-2-(1-(5-ethyl-7-methyl-1-tosyl-1H-indol-4-yl)-1-hydroxyethyl)-1-((2-(trimethylsilyl)ethoxy)methyl)-1H-benzo[d]imidazole-6-carbonitrile), C(CN)N (ethylenediamine), CCCC[N+](CCCC)(CCCC)CCCC.[F-] (TBAF), C1CCOC1 (THF). Yields the product C(C)C=1C(=C2C=CN(C2=C(C1)C)S(=O)(=O)C1=CC=C(C)C=C1)C(C)(O)C1=NC2=C(N1)C=CC(=C2)C#N ((±)-2-(1-(5-Ethyl-7-methyl-1-tosyl-1H-indol-4-yl)-1-hydroxyethyl)-1H-benzo[d]imidazole-5-carbonitrile). Procedure details: To a solution of a mixture of (±)-2-(1-(5-ethyl-7-methyl-1-tosyl-1H-indol-4-yl)-1-hydroxyethyl)-1-((2-(trimethylsilyl)ethoxy)methyl)-1H-benzo[d]imidazole-5-carbonitrile and (±)-2-(1-(5-ethyl-7-methyl-1-tosyl-1H-indol-4-yl)-1-hydroxyethyl)-1-((2-(trimethylsilyl)ethoxy)methyl)-1H-benzo[d]imidazole-6-carbonitrile (1.5 g, 2.38 mmol) and ethylenediamine (1.61 mL, 23.85 mmol) was added TBAF in THF (1M, 23.85 mL, 23.85 mmol), and then the mixture was stirred at 60° C. for 3 h. The reaction was quenched... Reaction SMILES: [CH2:1]([C:3]1[C:4]([C:23]([C:26]2[N:30](COCC[Si](C)(C)C)[C:29]3[CH:39]=[CH:40][C:41]([C:43]#[N:44])=[CH:42][C:28]=3[N:27]=2)([OH:25])[CH3:24])=[C:5]2[C:9](=[C:10]([CH3:12])[CH:11]=1)[N:8]([S:13]([C:16]1[CH:22]=[CH:21][C:19]([CH3:20])=[CH:18][CH:17]=1)(=[O:15])=[O:14])[CH:7]=[CH:6]2)[CH3:2].C(C1C(C(C2N(COCC[Si](C)(C)C)C3C=C(C#N)C=CC=3N=2)(O)C)=C2C(=C(C)C=1)N(S(C1C=CC(C)=CC=1)(=O)=O)C=C2)C.C(N)CN.CCCC[N+](CCCC)(CCCC)CCCC.[F-].C1COCC1>>[CH2:1]([C:3]1[C:4]([C:23]([C:26]2[NH:30][C:29]3[CH:39]=[CH:40][C:41]([C:43]#[N:44])=[CH:42][C:28]=3[N:27]=2)([OH:25])[CH3:24])=[C:5]2[C:9](=[C:10]([CH3:12])[CH:11]=1)[N:8]([S:13]([C:16]1[CH:17]=[CH:18][C:19]([CH3:20])=[CH:21][CH:22]=1)(=[O:15])=[O:14])[CH:7]=[CH:6]2)[CH3:2] |f:3.4|. The reactants are C(=O)(O)CC=1N=C(SC1)SC(C(=O)O)(C)C (2-{[4-(carboxymethyl)-1,3-thiazol-2-yl]thio}-2-methylpropionic acid), C(C)OC(CC1=CC=C(C=C1)N)=O (4-aminophenylacetic acid ethyl ester), C1=CC=C2C(=C1)N=NN2O.O (HOBT monohydrate), C(C)(C)N=C=NC(C)C (diisopropylcarbodiimide), C(C)OC(CC1=CC=C(C=C1)N)=O (4-aminophenylacetic acid ethyl ester). The solvent is CN(C=O)C (dimethylformamide). Conditions: time 8 hour. Yields the product C(C)OC(CC1=CC=C(C=C1)NC(CC=1N=C(SC1)SC(C(=O)O)(C)C)=O)=O (2-{[4-(2-{[4-(2-ethoxy-2-oxoethyl)phenyl]amino}-2-oxoethyl)-1,3-thiazol-2-yl]thio}-2-methylpropionic acid). As a reaction SMILES: [C:1]([CH2:4][C:5]1[N:6]=[C:7]([S:10][C:11]([CH3:16])([CH3:15])[C:12]([OH:14])=[O:13])[S:8][CH:9]=1)([OH:3])=O.[CH2:17]([O:19][C:20](=[O:29])[CH2:21][C:22]1[CH:27]=[CH:26][C:25]([NH2:28])=[CH:24][CH:23]=1)[CH3:18].C1C=C2N=NN(O)C2=CC=1.O.C(N=C=NC(C)C)(C)C>CN(C)C=O>[CH2:17]([O:19][C:20](=[O:29])[CH2:21][C:22]1[CH:23]=[CH:24][C:25]([NH:28][C:1](=[O:3])[CH2:4][C:5]2[N:6]=[C:7]([S:10][C:11]([CH3:16])([CH3:15])[C:12]([OH:14])=[O:13])[S:8][CH:9]=2)=[CH:26][CH:27]=1)[CH3:18] |f:2.3|. Procedure details: An operation similar to that of Example 461-5 was performed 3 times using 2-{[4-(carboxymethyl)-1,3-thiazol-2-yl]thio}-2-methylpropionic acid resin obtained in Example 461-4 and 4-aminophenylacetic acid ethyl ester. To a suspension of the obtained resin in dimethylformamide (30 mL) were added HOBT monohydrate (0.92 g), diisopropylcarbodiimide (0.93 ml) and 4-aminophenylacetic acid ethyl ester (1.1 g), and the mixture was stirred at room temperature overnight. The resin was collected by filtratio... The reactants are CCOC(=O)C(C)=CC1C=CC(C#Cc2cc(OC)c3c(c2)C(C)(C)CCC3N(C)C2CC2)=CC1, COC(=O)C(C)=CC1C=CC(C#Cc2cc(OC)c3c(c2)C(C)(C)CCC3N(C)C2CC2)=CC1, CO, Cl, [K+], C1CCOC1, [OH-]. Yields the product COc1cc(C#CC2=CCC(C=C(C)C(=O)O)C=C2)cc2c1C(N(C)C1CC1)CCC2(C)C. Reaction SMILES: [CH2:35]([O:36][C:37](=[O:38])[C:39]([CH3:40])=[CH:41][CH:42]1[CH2:43][CH:44]=[C:45]([C:46]#[C:47][c:48]2[cH:49][c:50]([O:51][CH3:52])[c:53]3[c:65]([cH:66]2)[C:62]([CH3:63])([CH3:64])[CH2:61][CH2:60][CH:54]3[N:55]([CH:56]2[CH2:57][CH2:58]2)[CH3:59])[CH:67]=[CH:68]1)[CH3:69].[CH3:1][O:2][C:3]([C:4](=[CH:5][CH:6]1[CH:7]=[CH:8][C:9]([C:12]#[C:13][c:14]2[cH:15][c:16]3[c:21]([c:22]([O:24][CH3:25])[cH:23]2)[CH:20]([N:26]([CH3:27])[CH:28]2[CH2:29][CH2:30]2)[CH2:19][CH2:18][C:17]3([CH3:31])[CH3:32])=[CH:10][CH2:11]1)[CH3:33])=[O:34].[CH3:73][OH:74].[ClH:72].[K+:71].[O:75]1[CH2:76][CH2:77][CH2:78][CH2:79]1.[OH-:70]>>[O:2]=[C:3]([C:4](=[CH:5][CH:6]1[CH:7]=[CH:8][C:9]([C:12]#[C:13][c:14]2[cH:15][c:16]3[c:21]([c:22]([O:24][CH3:25])[cH:23]2)[CH:20]([N:26]([CH3:27])[CH:28]2[CH2:29][CH2:30]2)[CH2:19][CH2:18][C:17]3([CH3:31])[CH3:32])=[CH:10][CH2:11]1)[CH3:33])[OH:34]. Starting materials: COC(CCNC(C1=CC=C(C=C1)OC(CC)CC1=CC=C(C=C1)C1=CC=C(C=C1)C(F)(F)F)=O)=O (3-{4-[1-(4′-trifluoromethyl-biphenyl-4-ylmethyl)-propoxy]-benzoylamino}-propionic acid methyl ester), [OH-].[Na+] (sodium hydroxide), Cl (HCl). Solvent: CO (methanol). Reaction conditions: time 3 hour. Yields the product FC(C1=CC=C(C=C1)C1=CC=C(C=C1)CC(CC)OC1=CC=C(C(=O)NCCC(=O)O)C=C1)(F)F (3-{4-[1-(4′-Trifluoromethyl-biphenyl-4-ylmethyl)-propoxy]-benzoylamino}-propionic acid). The yield is 95.0%. As a reaction SMILES: C[O:2][C:3](=[O:36])[CH2:4][CH2:5][NH:6][C:7](=[O:35])[C:8]1[CH:13]=[CH:12][C:11]([O:14][CH:15]([CH2:18][C:19]2[CH:24]=[CH:23][C:22]([C:25]3[CH:30]=[CH:29][C:28]([C:31]([F:34])([F:33])[F:32])=[CH:27][CH:26]=3)=[CH:21][CH:20]=2)[CH2:16][CH3:17])=[CH:10][CH:9]=1.[OH-].[Na+].Cl>CO>[F:32][C:31]([F:33])([F:34])[C:28]1[CH:27]=[CH:26][C:25]([C:22]2[CH:23]=[CH:24][C:19]([CH2:18][CH:15]([O:14][C:11]3[CH:10]=[CH:9][C:8]([C:7]([NH:6][CH2:5][CH2:4][C:3]([OH:36])=[O:2])=[O:35])=[CH:13][CH:12]=3)[CH2:16][CH3:17])=[CH:20][CH:21]=2)=[CH:30][CH:29]=1 |f:1.2|. Procedure: To a solution of 3-{4-[1-(4′-trifluoromethyl-biphenyl-4-ylmethyl)-propoxy]-benzoylamino}-propionic acid methyl ester (0.012 g, 0.02 mmol) in methanol (1 mL) is added sodium hydroxide (5.0N, 0.02 mL, 0.12 mmol) and stirred for three hours. The mixture is acidified with 1.0 N HCl and extracted with ethyl acetate three times. Organic layers are dried over sodium sulfate, filtered and concentrated under reduced pressure provided 0.009 g (0.019 mmol, 77%) of title compound. MS (ESI) m/z 486.2 [M+H]+. Starting materials: COC(=O)CCc1cccc(CN)c1, CO, Cl, O=Cc1ccc(-c2ncccn2)cc1. Yields the product COC(=O)CCc1cccc(CNCc2ccc(-c3ncccn3)cc2)c1. Reaction SMILES: [CH3:2][O:3][C:4]([CH2:5][CH2:6][c:7]1[cH:8][c:9]([CH2:13][NH2:14])[cH:10][cH:11][cH:12]1)=[O:15].[CH3:30][OH:31].[ClH:1].[n:16]1[c:17](-[c:22]2[cH:23][cH:24][c:25]([CH:26]=[O:27])[cH:28][cH:29]2)[n:18][cH:19][cH:20][cH:21]1>>[CH3:2][O:3][C:4]([CH2:5][CH2:6][c:7]1[cH:8][c:9]([CH2:13][NH:14][CH2:26][c:25]2[cH:24][cH:23][c:22](-[c:17]3[n:16][cH:21][cH:20][cH:19][n:18]3)[cH:29][cH:28]2)[cH:10][cH:11][cH:12]1)=[O:15].